describe an organic reaction: reactants, conditions, products, and yield From a dataset of the Open Reaction Database (ORD), a public repository of structured organic reaction records. Reactants: BrC1=C(C=C(C=C1OC)C1=CN=CO1)OC (5-(4-bromo-3,5-dimethoxyphenyl)oxazole), CON(C(C(C1=CC=C(C=C1)N1CCOCC1)OC)=O)C (N,2-dimethoxy-N-methyl-2-(4-morpholinophenyl)acetamide). Product: BrC1=C(C=C(C=C1OC)C1=CN=C(O1)C(C(C1=CC=C(C=C1)N1CCOCC1)OC)=O)OC (1-(5-(4-Bromo-3,5-dimethoxyphenyl)oxazol-2-yl)-2-methoxy-2-(4-morpholinophenyl) ethanone), product. The yield is 56.0%. As a reaction SMILES: [Br:1][C:2]1[C:7]([O:8][CH3:9])=[CH:6][C:5]([C:10]2[O:14][CH:13]=[N:12][CH:11]=2)=[CH:4][C:3]=1[O:15][CH3:16].CON(C)[C:20](=[O:36])[CH:21]([O:34][CH3:35])[C:22]1[CH:27]=[CH:26][C:25]([N:28]2[CH2:33][CH2:32][O:31][CH2:30][CH2:29]2)=[CH:24][CH:23]=1>>[Br:1][C:2]1[C:3]([O:15][CH3:16])=[CH:4][C:5]([C:10]2[O:14][C:13]([C:20](=[O:36])[CH:21]([O:34][CH3:35])[C:22]3[CH:23]=[CH:24][C:25]([N:28]4[CH2:29][CH2:30][O:31][CH2:32][CH2:33]4)=[CH:26][CH:27]=3)=[N:12][CH:11]=2)=[CH:6][C:7]=1[O:8][CH3:9]. Procedure details: 1-(5-(4-Bromo-3,5-dimethoxyphenyl)oxazol-2-yl)-2-methoxy-2-(4-morpholinophenyl) ethanone was prepared from 5-(4-bromo-3,5-dimethoxyphenyl)oxazole and N,2-dimethoxy-N-methyl-2-(4-morpholinophenyl)acetamide according to the procedure used in Example 30. Recrystallization from EtOAc gave the product as a yellow solid (0.308 g, 56% yield). MS: m/z 517.3 [M+H]+. Starting materials: ClC=1C=C(C=C(C1)Cl)C(C(=O)OC)OS(=O)(=O)C (methyl 2-(3,5-dichlorophenyl)-2-mesyloxyacetate), [Br-].[K+] (potassium bromide). Run in CN(C=O)C (dimethylformamide). Product: ClC=1C=C(C=C(C1)Cl)C(C(=O)OC)Br (methyl 2-(3,5-dichlorophenyl)-2-bromoacetate). Yield: 102.5%. RXN SMILES: [Cl:1][C:2]1[CH:3]=[C:4]([CH:9](OS(C)(=O)=O)[C:10]([O:12][CH3:13])=[O:11])[CH:5]=[C:6]([Cl:8])[CH:7]=1.[Br-:19].[K+]>CN(C)C=O>[Cl:1][C:2]1[CH:3]=[C:4]([CH:9]([Br:19])[C:10]([O:12][CH3:13])=[O:11])[CH:5]=[C:6]([Cl:8])[CH:7]=1 |f:1.2|. Procedure details: A solution of methyl 2-(3,5-dichlorophenyl)-2-mesyloxyacetate (8.2 g) in dimethylformamide (30 ml) was treated with potassium bromide (4.0 g) at 50° C. for 1.5 hours. The reaction mixture was partitioned between water (200 ml) and ethyl acetate (300 ml). The organic phase was separated and washed twice with water (2×200 ml) and finally with saturated brine solution (200 ml). The ethyl acetate solution was dried and concentrated to dryness giving crude methyl 2-(3,5-dichlorophenyl)-2-bromoacetate... The reactants are C#CC1CCC(C(=O)O)CC1, CCCCCC1CCC(O)CC1, ClCCl, CN(C)c1ccncc1, C(=NC1CCCCC1)=NC1CCCCC1. The product is C#CC1CCC(C(=O)OC2CCC(CCCCC)CC2)CC1. Reaction SMILES: [C:1](#[CH:2])[CH:3]1[CH2:4][CH2:5][CH:6]([C:9](=[O:10])[OH:11])[CH2:7][CH2:8]1.[CH2:12]([CH2:13][CH2:14][CH2:15][CH3:16])[CH:17]1[CH2:18][CH2:19][CH:20]([OH:23])[CH2:21][CH2:22]1.[CH2:48]([Cl:49])[Cl:50].[CH3:39][N:40]([CH3:41])[c:42]1[cH:43][cH:44][n:45][cH:46][cH:47]1.[CH:24]1([N:25]=[C:26]=[N:27][CH:28]2[CH2:29][CH2:30][CH2:31][CH2:32][CH2:33]2)[CH2:34][CH2:35][CH2:36][CH2:37][CH2:38]1>>[C:1](#[CH:2])[CH:3]1[CH2:4][CH2:5][CH:6]([C:9]([O:10][CH:20]2[CH2:19][CH2:18][CH:17]([CH2:12][CH2:13][CH2:14][CH2:15][CH3:16])[CH2:22][CH2:21]2)=[O:11])[CH2:7][CH2:8]1.